Dataset: the Open Reaction Database (ORD), a public repository of structured organic reaction records. Task: describe an organic reaction: reactants, conditions, products, and yield Starting materials: C(C)(C)(C)OC(=O)CCC(=O)N[C@@H](CC(OC(C)(C)C)=O)C(=O)N[C@@H](CCC(OC(C)(C)C)=O)C(=O)N[C@@H](CC1=C(C=CC=C1)C)C(=O)N[C@@H](C(C)(C)C)C(=O)N[C@@H](CC(C)C)C(=O)N[C@@H](CC)C(OC)OC (N2-[N-[N-[N-[N-[3-(tert-butoxycarbonyl)-propionyl]-O-tert-butyl-L-α-aspartyl]-O-tert-butyl-L-α-glutamyl]-2-methyl-L-phenylalanyl]-3-methyl-L-valyl]-N1-[1(S)-(dimethoxymethyl)propyl]-L-leucinamide), ClCCl (dichloromethane), FC(C(=O)O)(F)F (trifluoroacetic acid), O (water). Run in C1(=CC=CC=C1)C (toluene). Run at time 30 minute. The product is C(=O)(O)CCC(=O)N[C@@H](CC(O)=O)C(=O)N[C@@H](CCC(O)=O)C(=O)N[C@@H](CC1=C(C=CC=C1)C)C(=O)N[C@@H](C(C)(C)C)C(=O)N[C@@H](CC(C)C)C(=O)N[C@H](C=O)CC (2(S)-[[N-[N-[N-[N-[N-(3-carboxypropionyl)-L-α-aspartyl]-L-α-glutamyl]-2-methyl-L-phenylalanyl]-3-methyl-L-valyl]-L-leucyl]amino]butyraldehyde). Isolated yield 30.5%. RXN SMILES: C([O:5][C:6]([CH2:8][CH2:9][C:10]([NH:12][C@H:13]([C:22]([NH:24][C@H:25]([C:35]([NH:37][C@H:38]([C:47]([NH:49][C@H:50]([C:55]([NH:57][C@H:58]([C:63]([NH:65][C@H:66]([CH:69](OC)[O:70]C)[CH2:67][CH3:68])=[O:64])[CH2:59][CH:60]([CH3:62])[CH3:61])=[O:56])[C:51]([CH3:54])([CH3:53])[CH3:52])=[O:48])[CH2:39][C:40]1[CH:45]=[CH:44][CH:43]=[CH:42][C:41]=1[CH3:46])=[O:36])[CH2:26][CH2:27][C:28](=[O:34])[O:29]C(C)(C)C)=[O:23])[CH2:14][C:15](=[O:21])[O:16]C(C)(C)C)=[O:11])=[O:7])(C)(C)C.ClCCl.FC(F)(F)C(O)=O.O>C1(C)C=CC=CC=1>[C:6]([CH2:8][CH2:9][C:10]([NH:12][C@H:13]([C:22]([NH:24][C@H:25]([C:35]([NH:37][C@H:38]([C:47]([NH:49][C@H:50]([C:55]([NH:57][C@H:58]([C:63]([NH:65][C@@H:66]([CH2:67][CH3:68])[CH:69]=[O:70])=[O:64])[CH2:59][CH:60]([CH3:62])[CH3:61])=[O:56])[C:51]([CH3:52])([CH3:53])[CH3:54])=[O:48])[CH2:39][C:40]1[CH:45]=[CH:44][CH:43]=[CH:42][C:41]=1[CH3:46])=[O:36])[CH2:26][CH2:27][C:28](=[O:29])[OH:34])=[O:23])[CH2:14][C:15](=[O:16])[OH:21])=[O:11])([OH:7])=[O:5]. Procedure details: 0.1 g (0.1 mmol) of N2-[N-[N-[N-[N-[3-(tert-butoxycarbonyl)-propionyl]-O-tert-butyl-L-α-aspartyl]-O-tert-butyl-L-α-glutamyl]-2-methyl-L-phenylalanyl]-3-methyl-L-valyl]-N1-[1(S)-(dimethoxymethyl)propyl]-L-leucinamide was dissolved in3 ml of dichloromethane, 3 ml of trifluoroacetic acid and 90 mg of water and the mixture was stirred at room temperature for 30 minutes. The solution was diluted with 20 ml of toluene and the solvent was removed by evaporation. The resulting white solid was triturated... Reactants: IC=1C=2C(N=CC1)=CNN2 (7-Iodo-2H-pyrazolo[4,3-b]pyridine), BrCCC(C)(O)C (4-bromo-2-methylbutan-2-ol), C(=O)([O-])[O-].[Cs+].[Cs+] (Cs2CO3). The solvent is CN(C)C=O (DMF). Conditions: temperature 120 celsius. Product: IC1=C2C(=NC=C1)C=NN2CCC(C)(O)C (4-(7-iodo-1H-pyrazolo[4,3-b]pyridin-1-yl)-2-methylbutan-2-ol). As a reaction SMILES: [I:1][C:2]1[C:3]2[C:4](=[CH:8][NH:9][N:10]=2)[N:5]=[CH:6][CH:7]=1.Br[CH2:12][CH2:13][C:14]([CH3:17])([OH:16])[CH3:15].C([O-])([O-])=O.[Cs+].[Cs+]>CN(C=O)C>[I:1][C:2]1[CH:7]=[CH:6][N:5]=[C:4]2[CH:8]=[N:9][N:10]([CH2:12][CH2:13][C:14]([CH3:17])([OH:16])[CH3:15])[C:3]=12 |f:2.3.4|. Procedure details: 7-Iodo-2H-pyrazolo[4,3-b]pyridine (357 mg, 1.457 mmol), 4-bromo-2-methylbutan-2-ol (243 mg, 1.457 mmol) and Cs2CO3 (475 mg, 1.457 mmol) were combined in DMF (5 mL) and heated in a microwave at 120° C. for 40 minutes. The reaction was then cooled, filtered, and concentrated to give a residue which was purified by silica chromatography eluted with a step gradient of EtOAc in hexanes to give 4-(7-iodo-1H-pyrazolo[4,3-b]pyridin-1-yl)-2-methylbutan-2-ol which was dried and used immediately. Reactants: ClC1=CC=C(C=C1)C1=CC(=CC=C1)CC=1N=CNC1 (4-(4′-chloro-biphenyl-3-ylmethyl)-1H-imidazole), [H][H] (hydrogen). The reagents and catalysts are [Pd] (palladium). The solvent is CO (methanol). The product is C1(=CC(=CC=C1)CC=1N=CNC1)C1=CC=CC=C1 (4-Biphenyl-3-ylmethyl-1H-imidazole). As a reaction SMILES: Cl[C:2]1[CH:7]=[CH:6][C:5]([C:8]2[CH:13]=[CH:12][CH:11]=[C:10]([CH2:14][C:15]3[N:16]=[CH:17][NH:18][CH:19]=3)[CH:9]=2)=[CH:4][CH:3]=1.[H][H]>CO.[Pd]>[C:8]1([C:5]2[CH:4]=[CH:3][CH:2]=[CH:7][CH:6]=2)[CH:13]=[CH:12][CH:11]=[C:10]([CH2:14][C:15]2[N:16]=[CH:17][NH:18][CH:19]=2)[CH:9]=1. Procedure details: Prepared in analogy to Example 67 from 4-(4′-chloro-biphenyl-3-ylmethyl)-1H-imidazole, hydrogen and palladium in methanol. White crystalline solid. MS (ISP): 235.1 ([M+H]+). The reactants are COCC1=C(OC=C1)CN(C)C (3-methoxymethyl-N,N-dimethyl-2-furanmethanamine), Cl (hydrochloric acid), C=O (paraformaldehyde), C([O-])([O-])=O.[Na+].[Na+] (sodium carbonate). Solvent: C(C)(=O)O (acetic acid). Reaction conditions: time 5 hour. Product: CN(C)CC1=C(C=C(O1)CO)COC (5-(Dimethylaminomethyl)-4-methoxymethyl-2-furanmethanol). Reaction SMILES: [CH3:1][O:2][CH2:3][C:4]1[CH:8]=[CH:7][O:6][C:5]=1[CH2:9][N:10]([CH3:12])[CH3:11].Cl.C=O.[C:16](=O)([O-])[O-:17].[Na+].[Na+]>C(O)(=O)C>[CH3:12][N:10]([CH2:9][C:5]1[O:6][C:7]([CH2:16][OH:17])=[CH:8][C:4]=1[CH2:3][O:2][CH3:1])[CH3:11] |f:3.4.5|. Procedure details: A mixture of 3-methoxymethyl-N,N-dimethyl-2-furanmethanamine (7 g), acetic acid (60 ml), concentrated hydrochloric acid (30 ml) and paraformaldehyde (3.7 g) was stirred at ambient temperature for 5 hours. The mixture was basified with sodium carbonate, and extracted with diethyl ether (200 ml). The ethereal extract was dried over anhydrous sodium sulphate and the solvent evaporated in vacuo. The residue was distilled affording the title compound (3.5 g) as an off-white waxy solid, b.p. 90°/5×10-... The reactants are C, CCO, O=C1OCCC1=Cc1ccccc1O, [Pd]. The product is O=C1OCCC1Cc1ccccc1O. As a reaction SMILES: [C:18].[CH3:15][CH2:16][OH:17].[OH:1][c:2]1[c:3]([CH:4]=[C:5]2[C:6](=[O:7])[O:8][CH2:9][CH2:10]2)[cH:11][cH:12][cH:13][cH:14]1.[Pd:19]>>[OH:1][c:2]1[c:3]([CH2:4][CH:5]2[C:6](=[O:7])[O:8][CH2:9][CH2:10]2)[cH:11][cH:12][cH:13][cH:14]1. Reactants: CS(=O)(=O)C1=NC=CC(=N1)C=1C(=NC=CC1)OC1=CC=C(C=C1)NC1=NN=C(C2=CC=CC=C12)C1=CC=CC=C1 (N-(4-(3-(2-(methylsulfonyl)pyrimidin-4-yl)pyridin-2-yloxy)phenyl)-4-phenylphthalazin-1-amine), CN(CC(CN)(C)C)C (N1,N1,2,2-tetramethylpropane-1,3-diamine). Solvent: CS(=O)C (DMSO), CS(=O)C (DMSO). Conditions: temperature 70 celsius, time 16 hour. Yields the product CN(CC(CNC1=NC=CC(=N1)C=1C(=NC=CC1)OC1=CC=C(C=C1)NC1=NN=C(C2=CC=CC=C12)C1=CC=CC=C1)(C)C)C (N-(4-(3-(2-(3-(dimethylamino)-2,2-dimethylpropylamino)pyrimidin-4-yl)pyridin-2-yloxy)phenyl)4-phenylphthalazin-1-amine). As a reaction SMILES: CS([C:5]1[N:10]=[C:9]([C:11]2[C:12]([O:17][C:18]3[CH:23]=[CH:22][C:21]([NH:24][C:25]4[C:34]5[C:29](=[CH:30][CH:31]=[CH:32][CH:33]=5)[C:28]([C:35]5[CH:40]=[CH:39][CH:38]=[CH:37][CH:36]=5)=[N:27][N:26]=4)=[CH:20][CH:19]=3)=[N:13][CH:14]=[CH:15][CH:16]=2)[CH:8]=[CH:7][N:6]=1)(=O)=O.[CH3:41][N:42]([CH3:49])[CH2:43][C:44]([CH3:48])([CH3:47])[CH2:45][NH2:46]>CS(C)=O>[CH3:41][N:42]([CH3:49])[CH2:43][C:44]([CH3:48])([CH3:47])[CH2:45][NH:46][C:5]1[N:10]=[C:9]([C:11]2[C:12]([O:17][C:18]3[CH:23]=[CH:22][C:21]([NH:24][C:25]4[C:40]5[C:35](=[CH:36][CH:37]=[CH:38][CH:39]=5)[C:28]([C:29]5[CH:34]=[CH:33][CH:32]=[CH:31][CH:30]=5)=[N:27][N:26]=4)=[CH:20][CH:19]=3)=[N:13][CH:14]=[CH:15][CH:16]=2)[CH:8]=[CH:7][N:6]=1. Procedure: A resealable pressure vial was charged with N-(4-(3-(2-(methylsulfonyl)pyrimidin-4-yl)pyridin-2-yloxy)phenyl)-4-phenylphthalazin-1-amine (100 mg, 0.180 mmol) and N1,N1,2,2-tetramethylpropane-1,3-diamine (0.12 ml, 0.73 mmol) and DMSO (1.2 ml, 0.15 M). The reaction vessel was sealed and the mixture was stirred at 70° C. for 16 hrs. The reaction was cooled to RT and diluted with 3 ml of DMSO. The solution was purified by Gilson reverse phase chromatography (10% to 90% CH3CN/H2O/0.1% TFA). The produ... Starting materials: C1(=CC=CC=C1)NCC1=CC=C(C(=O)OC)C=C1 (methyl 4-((phenylamino)methyl)benzoate), O.[OH-].[Li+] (lithium hydroxide monohydrate), O1CCCC1 (tetrahydrofuran), Cl (hydrochloric acid). Solvent: O (water), CO (methanol). Reaction conditions: temperature 20 celsius, time 2 hour. Yields the product C1(=CC=CC=C1)NCC1=CC=C(C(=O)O)C=C1 (4-((phenylamino)methyl)benzoic acid). Yield: 82.5%. Reaction SMILES: [C:1]1([NH:7][CH2:8][C:9]2[CH:18]=[CH:17][C:12]([C:13]([O:15]C)=[O:14])=[CH:11][CH:10]=2)[CH:6]=[CH:5][CH:4]=[CH:3][CH:2]=1.O.[OH-].[Li+].O1CCCC1.Cl>O.CO>[C:1]1([NH:7][CH2:8][C:9]2[CH:18]=[CH:17][C:12]([C:13]([OH:15])=[O:14])=[CH:11][CH:10]=2)[CH:2]=[CH:3][CH:4]=[CH:5][CH:6]=1 |f:1.2.3|. Procedure details: A mixture of methyl 4-((phenylamino)methyl)benzoate (800 mg, 3.2 mmol), lithium hydroxide monohydrate (72 mg, 3 mmol), tetrahydrofuran (6 mL), methanol (2 mL) and water (2 mL) was stirred at 20° C. for 2 hours. The mixture was acidified to pH=1 with concentrated hydrochloric acid and then extracted with ethyl acetate (15 mL×3). The combined organic phase was separated, dried by sodium sulfate and then filtered. The filtrate was concentrated in vacuo to give 4-((phenylamino)methyl)benzoic acid (6...